Dataset: the Open Reaction Database (ORD), a public repository of structured organic reaction records. Task: describe an organic reaction: reactants, conditions, products, and yield Starting materials: CC(C)C[Al+]CC(C)C, COC(=O)c1cscc1OC, CO, Cc1ccccc1, [H-]. The product is COc1cscc1CO. As a reaction SMILES: [CH2:13]([Al+:14][CH2:15][CH:16]([CH3:17])[CH3:18])[CH:19]([CH3:20])[CH3:21].[CH3:1][O:2][c:3]1[c:4]([C:8](=[O:9])[O:10][CH3:11])[cH:5][s:6][cH:7]1.[CH3:22][OH:23].[CH3:24][c:25]1[cH:26][cH:27][cH:28][cH:29][cH:30]1.[H-:12]>>[CH3:1][O:2][c:3]1[c:4]([CH2:8][OH:9])[cH:5][s:6][cH:7]1. The reactants are C(\C=C\CC)(=O)OC1=C(C(=C(C=C1)C12CCC(CC1)(CC2)CCC)F)F (1-(4-[(E)-Pent-2-enoyloxy]-2, 3-difluorophenyl)-4-propylbicyclo[2.2.2]octane), C(\C=C\CC)(=O)OC1=C(C(=C(C=C1)C12CCC(CC1)(CC2)CCCCCCC)F)F (1-(4-[(E)-Pent-2-enoyloxy]-2, 3-difluorophenyl)-4-heptylbicyclo[2.2.2]octane), C(\C=C\C)(=O)OC1=C(C(=C(C=C1)C12CCC(CC1)(CC2)CCCCC)F)F (1-(4-[(E)-But-2-enoyloxy]-2, 3-difluorophenyl)-4-pentylbicyclo[2.2.2]octane), C(\C=C\CCCC)(=O)OC1=C(C(=C(C=C1)C12CCC(CC1)(CC2)CCCCCCC)F)F (1-(4-[(E)-Hept-2-enoyloxy]-2, 3-difluorophenyl)-4-heptylbicyclo[2.2.2]octane), C(\C=C\CC)(=O)OC1=C(C(=C(C=C1)C12CCC(CC1)(CC2)CCCCC)F)F (1-(4-[(E)-Pent-2-enoyloxy]-2, 3-difluorophenyl)-4-pentylbicyclo[2.2.2]octane), C(\C=C\CCCCC)(=O)OC1=C(C(=C(C=C1)C12CCC(CC1)(CC2)CCCCCCC)F)F (1-(4-[(E)-Oct-2-enoyloxy]-2, 3-difluorophenyl)-4-heptylbicyclo[2.2.2]octane), C(\C=C\CCCCC)(=O)OC1=C(C(=C(C=C1)C12CCC(CC1)(CC2)CCCCC)F)F (1-(4-[(E)-Oct-2-enoyloxy]-2, 3-difluorophenyl)-4-pentylbicyclo[2.2.2]octane), C(\C=C\CCC)(=O)OC1=C(C(=C(C=C1)C12CCC(CC1)(CC2)CCCCCCC)F)F (1-(4-[(E)-Hex-2-enoyloxy]-2, 3-difluorophenyl)-4-heptylbicyclo[2.2.2]octane), C(\C=C\C)(=O)OC1=C(C(=C(C=C1)C12CCC(CC1)(CC2)CCCCCCC)F)F (1-(4-[(E)-But-2-enoyloxy]-2, 3-difluorophenyl)-4-heptylbicyclo[2.2.2]octane), C(\C=C\CCCC)(=O)OC1=C(C(=C(C=C1)C12CCC(CC1)(CC2)CCCCC)F)F (1-(4-[(E)-Hept-2-enoyloxy]-2, 3-difluorophenyl)-4-pentylbicyclo[2.2.2]octane), C(\C=C\CCCC)(=O)OC1=C(C(=C(C=C1)C12CCC(CC1)(CC2)CCC)F)F (1-(4-[(E)-Hept-2-enoyloxy]-2, 3-difluorophenyl)-4-propylbicyclo[2.2.2]octane), C(\C=C\CCCCC)(=O)OC1=C(C(=C(C=C1)C12CCC(CC1)(CC2)CCC)F)F (1-(4-[(E)-Oct-2-enoyloxy]-2, 3-difluorophenyl)-4-propylbicyclo[2.2.2]octane), C(\C=C\CCC)(=O)OC1=C(C(=C(C=C1)C12CCC(CC1)(CC2)CCCCC)F)F (1-(4-[(E)-Hex-2-enoyloxy]-2, 3-difluorophenyl)-4-pentylbicyclo[2.2.2]octane). The product is C(\C=C\C)(=O)OC1=C(C(=C(C=C1)C12CCC(CC1)(CC2)CCC)F)F (1-(4-[(E)-But-2-enoyloxy]-2, 3-difluorophenyl)-4-propylbicyclo[2.2.2]octane). Reaction SMILES: [C:1]([O:7][C:8]1[CH:13]=[CH:12][C:11]([C:14]23[CH2:21][CH2:20][C:17]([CH2:22][CH2:23][CH3:24])([CH2:18][CH2:19]2)[CH2:16][CH2:15]3)=[C:10]([F:25])[C:9]=1[F:26])(=[O:6])/[CH:2]=[CH:3]/[CH2:4]C.C(OC1C=CC(C23CCC(CCC)(CC2)CC3)=C(F)C=1F)(=O)/C=C/CCCC.C(OC1C=CC(C23CCC(CCC)(CC2)CC3)=C(F)C=1F)(=O)/C=C/CCCCC.C(OC1C=CC(C23CCC(CCCCC)(CC2)CC3)=C(F)C=1F)(=O)/C=C/C.C(OC1C=CC(C23CCC(CCCCC)(CC2)CC3)=C(F)C=1F)(=O)/C=C/CC.C(OC1C=CC(C23CCC(CCCCC)(CC2)CC3)=C(F)C=1F)(=O)/C=C/CCC.C(OC1C=CC(C23CCC(CCCCC)(CC2)CC3)=C(F)C=1F)(=O)/C=C/CCCC.C(OC1C=CC(C23CCC(CCCCC)(CC2)CC3)=C(F)C=1F)(=O)/C=C/CCCCC.C(OC1C=CC(C23CCC(CCCCCCC)(CC2)CC3)=C(F)C=1F)(=O)/C=C/C.C(OC1C=CC(C23CCC(CCCCCCC)(CC2)CC3)=C(F)C=1F)(=O)/C=C/CC.C(OC1C=CC(C23CCC(CCCCCCC)(CC2)CC3)=C(F)C=1F)(=O)/C=C/CCC.C(OC1C=CC(C23CCC(CCCCCCC)(CC2)CC3)=C(F)C=1F)(=O)/C=C/CCCC.C(OC1C=CC(C23CCC(CCCCCCC)(CC2)CC3)=C(F)C=1F)(=O)/C=C/CCCCC>>[C:1]([O:7][C:8]1[CH:13]=[CH:12][C:11]([C:14]23[CH2:19][CH2:18][C:17]([CH2:22][CH2:23][CH3:24])([CH2:20][CH2:21]2)[CH2:16][CH2:15]3)=[C:10]([F:25])[C:9]=1[F:26])(=[O:6])/[CH:2]=[CH:3]/[CH3:4]. Procedure: 1-(4-[(E)-Pent-2-enoyloxy]-2, 3-difluorophenyl)-4-propylbicyclo[2.2.2]octane. 1-(4-[(E)-Hept-2-enoyloxy]-2, 3-difluorophenyl)-4-propylbicyclo[2.2.2]octane. 1-(4-[(E)-Oct-2-enoyloxy]-2, 3-difluorophenyl)-4-propylbicyclo[2.2.2]octane. 1-(4-[(E)-But-2-enoyloxy]-2, 3-difluorophenyl)-4-pentylbicyclo[2.2.2]octane. 1-(4-[(E)-Pent-2-enoyloxy]-2, 3-difluorophenyl)-4-pentylbicyclo[2.2.2]octane. 1-(4-[(E)-Hex-2-enoyloxy]-2, 3-difluorophenyl)-4-pentylbicyclo[2.2.2]octane. 1-(4-[(E)-Hept-2-enoyloxy]-2, 3-dif... Starting materials: OC=1C(OC2=C(C1C(NC)=S)C=C(C=C2)[N+](=O)[O-])(COC)COC (3-hydroxy-2,2-bis(methoxymethyl)-N-methyl-6-nitro-2H-1-benzopyran-4-carbothioamide), O1CCCC1 (tetrahydrofuran), [BH4-].[Na+] (sodium borohydride). Solvent: CO (methanol). Yields the product OC1C(OC2=C(C1C(NC)=S)C=C(C=C2)[N+](=O)[O-])(COC)COC (3,4-dihydro-3-hydroxy-2,2-bis(methoxymethyl)-N-methyl-6-nitro-2H-1-benzopyran-4-carbothioamide). Yield: 36.8%. RXN SMILES: [OH:1][C:2]1[C:3]([CH2:22][O:23][CH3:24])([CH2:19][O:20][CH3:21])[O:4][C:5]2[CH:15]=[CH:14][C:13]([N+:16]([O-:18])=[O:17])=[CH:12][C:6]=2[C:7]=1[C:8](=[S:11])[NH:9][CH3:10].O1CCCC1.[BH4-].[Na+]>CO>[OH:1][CH:2]1[CH:7]([C:8](=[S:11])[NH:9][CH3:10])[C:6]2[CH:12]=[C:13]([N+:16]([O-:18])=[O:17])[CH:14]=[CH:15][C:5]=2[O:4][C:3]1([CH2:22][O:23][CH3:24])[CH2:19][O:20][CH3:21] |f:2.3|. Reported procedure: To a mixture of 2.7 g of 3-hydroxy-2,2-bis(methoxymethyl)-N-methyl-6-nitro-2H-1-benzopyran-4-carbothioamide, 12 ml of tetrahydrofuran and 46 ml of methanol was added 1.1 g of sodium borohydride (NaBH4) with stirring under ice-cooling and stirred under ice-cooling for 2 hours and subsequently further stirred at room temperature for 24 hours. The reaction solution was vacuum-distilled, water was added therein and the resultant mixture was extracted with methylene chloride. An organic layer was was... Starting materials: CC(C)(C)OC(=O)N1CCCN(c2nc3ccccc3n2CCCC(F)(F)F)CC1, CO, CCOCC, I. Yields the product I, FC(F)(F)CCCn1c(N2CCCNCC2)nc2ccccc21. Reaction SMILES: [C:1]([O:2][C:3](=[O:4])[N:8]1[CH2:9][CH2:10][N:11]([c:15]2[n:16][c:17]3[c:18]([n:19]2[CH2:20][CH2:21][CH2:22][C:23]([F:24])([F:25])[F:26])[cH:27][cH:28][cH:29][cH:30]3)[CH2:12][CH2:13][CH2:14]1)([CH3:5])([CH3:6])[CH3:7].[CH3:31][OH:32].[CH3:34][CH2:35][O:36][CH2:37][CH3:38].[IH:33]>>[IH:33].[NH:8]1[CH2:9][CH2:10][N:11]([c:15]2[n:16][c:17]3[c:18]([n:19]2[CH2:20][CH2:21][CH2:22][C:23]([F:24])([F:25])[F:26])[cH:27][cH:28][cH:29][cH:30]3)[CH2:12][CH2:13][CH2:14]1.